From a dataset of the Open Reaction Database (ORD), a public repository of structured organic reaction records. describe an organic reaction: reactants, conditions, products, and yield Starting materials: BrCCBr, O=C([O-])[O-], CC(=O)CC(C)C, CCCCCCCCCC=Cc1ccc(O)cc1, [K+], [K+]. Product: CCCCCCCCCC=Cc1ccc(OCCBr)cc1. Reaction SMILES: [Br:25][CH2:26][CH2:27][Br:28].[C:19](=[O:20])([O-:21])[O-:22].[CH2:29]([C:30]([CH3:31])=[O:32])[CH:33]([CH3:34])[CH3:35].[CH:1](=[CH:2][CH2:3][CH2:4][CH2:5][CH2:6][CH2:7][CH2:8][CH2:9][CH2:10][CH3:11])[c:12]1[cH:13][cH:14][c:15]([OH:18])[cH:16][cH:17]1.[K+:23].[K+:24]>>[CH:1](=[CH:2][CH2:3][CH2:4][CH2:5][CH2:6][CH2:7][CH2:8][CH2:9][CH2:10][CH3:11])[c:12]1[cH:13][cH:14][c:15]([O:18][CH2:27][CH2:26][Br:25])[cH:16][cH:17]1. Procedure details: To a solution of 2,2-dimethoxyethylamine (2.61 g) in methylene chloride (100 ml) were added 2-nitrophenylsulfonylchloride (5.0 g) and diisopropylethylamine (5 ml) dropwise at −78° C. and the mixture was stirred for 10 minutes at room temperature. To the reaction mixture was added 1N hydrochloric acid and was extracted with chloroform. The organic layer was washed with a saturated aqueous solution of sodium chloride, dried over anhydrous sodium sulfate and was concentrated to give the title compo... Run in C(Cl)Cl (methylene chloride). Reaction SMILES: [CH3:1][O:2][CH:3]([O:6][CH3:7])[CH2:4][NH2:5].[N+:8]([C:11]1[CH:16]=[CH:15][CH:14]=[CH:13][C:12]=1[S:17](Cl)(=[O:19])=[O:18])([O-:10])=[O:9].C(N(C(C)C)CC)(C)C.Cl>C(Cl)Cl>[CH3:1][O:2][CH:3]([O:6][CH3:7])[CH2:4][NH:5][S:17]([C:12]1[CH:13]=[CH:14][CH:15]=[CH:16][C:11]=1[N+:8]([O-:10])=[O:9])(=[O:18])=[O:19]. Reactants: COC(CN)OC (2,2-dimethoxyethylamine), [N+](=O)([O-])C1=C(C=CC=C1)S(=O)(=O)Cl (2-nitrophenylsulfonylchloride), C(C)(C)N(CC)C(C)C (diisopropylethylamine), Cl (hydrochloric acid). Yields the product COC(CNS(=O)(=O)C1=C(C=CC=C1)[N+](=O)[O-])OC (2-(2,2-dimethoxyethylaminosulfonyl)nitrobenzene). Reaction conditions: time 10 minute. The reactants are NCCCN(CCC)C1=NC=CC=C1 (2-[N-(3-aminopropyl)-N-propylamino]pyridine), CSC1=NC=C(C(N1)=O)CC1=CC=C(C=C1)F (2-methylthio-5-(4-fluorobenzyl)pyrimid-4-one). The product is C(CC)N(C1=NC=CC=C1)CCCNC1=NC=C(C(N1)=O)CC1=CC=C(C=C1)F (2-[3-(N-propyl-N-pyrid-2-ylamino) propylamino]-5-(4-fluorobenzyl)pyrimid-4-one). As a reaction SMILES: [NH2:1][CH2:2][CH2:3][CH2:4][N:5]([C:9]1[CH:14]=[CH:13][CH:12]=[CH:11][N:10]=1)[CH2:6][CH2:7][CH3:8].CS[C:17]1[NH:22][C:21](=[O:23])[C:20]([CH2:24][C:25]2[CH:30]=[CH:29][C:28]([F:31])=[CH:27][CH:26]=2)=[CH:19][N:18]=1>>[CH2:6]([N:5]([CH2:4][CH2:3][CH2:2][NH:1][C:17]1[NH:22][C:21](=[O:23])[C:20]([CH2:24][C:25]2[CH:30]=[CH:29][C:28]([F:31])=[CH:27][CH:26]=2)=[CH:19][N:18]=1)[C:9]1[CH:14]=[CH:13][CH:12]=[CH:11][N:10]=1)[CH2:7][CH3:8]. Procedure: 2-[N-(3-aminopropyl)-N-propylamino]pyridine (1.16 g) and 2-methylthio-5-(4-fluorobenzyl)pyrimid-4-one (1.25 g) were fused together on an oil bath at 160° C. for 5 hr. On cooling the residue was crystallised twice from ethanol and finally from ethanol/water to give 2-[3-(N-propyl-N-pyrid-2-ylamino) propylamino]-5-(4-fluorobenzyl)pyrimid-4-one 1.2H2O, 0.75 g (36%) mp 107°-9° C. Reactants: CC(C)(C)OC(=O)N1CCNCC1C(O)C(N)Cc1ccccc1, CC(=O)N(C(C)=O)c1ccccc1C(F)(F)F, ClCCl. The product is CC(=O)NC(Cc1ccccc1)C(O)C1CNCCN1C(=O)OC(C)(C)C. As a reaction SMILES: [C:1]([CH3:2])([CH3:3])([CH3:4])[O:5][C:6](=[O:7])[N:8]1[CH:9]([CH:14]([CH:15]([CH2:16][c:17]2[cH:18][cH:19][cH:20][cH:21][cH:22]2)[NH2:23])[OH:24])[CH2:10][NH:11][CH2:12][CH2:13]1.[C:25]([CH3:26])(=[O:27])[N:28]([c:29]1[cH:30][cH:31][cH:32][cH:33][c:34]1[C:35]([F:36])([F:37])[F:38])[C:39](=[O:40])[CH3:41].[Cl:42][CH2:43][Cl:44]>>[C:1]([CH3:2])([CH3:3])([CH3:4])[O:5][C:6](=[O:7])[N:8]1[CH:9]([CH:14]([CH:15]([CH2:16][c:17]2[cH:18][cH:19][cH:20][cH:21][cH:22]2)[NH:23][C:25]([CH3:26])=[O:27])[OH:24])[CH2:10][NH:11][CH2:12][CH2:13]1. The reactants are CC=1C=CC(=C(C(=O)OC)C1)C=1C=NN(C1)C (methyl 5-methyl-2-(1-methyl-1H-pyrazol-4-yl)benzoate), N1N=CC=C1B(O)O ((1H-pyrazol-5-yl)boronic acid). Product: CC=1C=CC(=C(C(=O)OC)C1)C1=CC=NN1 (Methyl 5-methyl-2-(1H-pyrazol-5-yl)benzoate). RXN SMILES: [CH3:1][C:2]1[CH:3]=[CH:4][C:5]([C:12]2[CH:13]=NN(C)C=2)=[C:6]([CH:11]=1)[C:7]([O:9][CH3:10])=[O:8].[NH:18]1[C:22](B(O)O)=CC=[N:19]1>>[CH3:1][C:2]1[CH:3]=[CH:4][C:5]([C:12]2[NH:19][N:18]=[CH:22][CH:13]=2)=[C:6]([CH:11]=1)[C:7]([O:9][CH3:10])=[O:8]. Procedure details: The title compound was synthesized following the same general protocol as described for methyl 5-methyl-2-(1-methyl-1H-pyrazol-4-yl)benzoate in Example A1, using (1H-pyrazol-5-yl)boronic acid. ESI-MS (m/z): 217 [M+1]+. Reactants: C12CNCCC2CN1C1=NC2=CC=CC=C2N=C1 (2-(3,8-diaza-bicyclo[4.2.0]oct-8-yl)-quinoxaline), C12CN(CC2NC1)C(=O)C=1N=C(SC1C1=C(C=CC=C1)F)C ((3,6-Diaza-bicyclo[3.2.0]hept-3-yl)-[5-(2-fluoro-phenyl)-2-methyl-thiazol-4-yl]-methanone), ClC1=NC=CC(=N1)C1=CC=CC=C1 (2-chloro-4-phenyl-pyrimidine). Product: FC1=C(C=CC=C1)C1=C(N=C(S1)C)C(=O)N1CC2CN(C2C1)C1=NC=CC(=N1)C1=CC=CC=C1 (3-{[5-(2-Fluorophenyl)-2-methyl-1,3-thiazol-4-yl]carbonyl}-6-(4-phenylpyrimidin-2-yl)-3,6-diazabicyclo[3.2.0]heptane). RXN SMILES: C12N(C3C=NC4C(=CC=CC=4)N=3)CC1CCNC2.[CH:19]12[CH2:25][NH:24][CH:23]1[CH2:22][N:21]([C:26]([C:28]1[N:29]=[C:30]([CH3:40])[S:31][C:32]=1[C:33]1[CH:38]=[CH:37][CH:36]=[CH:35][C:34]=1[F:39])=[O:27])[CH2:20]2.Cl[C:42]1[N:47]=[C:46]([C:48]2[CH:53]=[CH:52][CH:51]=[CH:50][CH:49]=2)[CH:45]=[CH:44][N:43]=1>>[F:39][C:34]1[CH:35]=[CH:36][CH:37]=[CH:38][C:33]=1[C:32]1[S:31][C:30]([CH3:40])=[N:29][C:28]=1[C:26]([N:21]1[CH2:22][CH:23]2[CH:19]([CH2:25][N:24]2[C:42]2[N:47]=[C:46]([C:48]3[CH:53]=[CH:52][CH:51]=[CH:50][CH:49]=3)[CH:45]=[CH:44][N:43]=2)[CH2:20]1)=[O:27]. Procedure details: The title compound was prepared in a manner analogous to Intermediate 2, Step A, using Intermediate 21 and 2-chloro-4-phenyl-pyrimidine. MS (ESI) mass calcd. for C26H22FN5OS, 471.56; m/z found, 472.1 [M+H]+. The reactants are COC(=O)C1=CC(=C(C=C1)N)N (4-methoxycarbonyl-o-phenylene-diamine), ClC1=C(C(=O)O)C=CC=N1 (2-chloronicotinic acid), O (water). Run in C(CCC)OCCO (2-butoxyethanol). Run at temperature 140 celsius, time 1 hour. The product is COC(=O)C=1C=CC2=C(NC(C3=C(N2)N=CC=C3)=O)C1 (6,11-Dihydro-8-methoxycarbonyl-5H-pyrido[2,3-b][1,5]benzodiazepin-5-one). Reaction SMILES: [CH3:1][O:2][C:3]([C:5]1[CH:10]=[CH:9][C:8]([NH2:11])=[C:7]([NH2:12])[CH:6]=1)=[O:4].Cl[C:14]1[N:22]=[CH:21][CH:20]=[CH:19][C:15]=1[C:16](O)=[O:17].O>C(OCCO)CCC>[CH3:1][O:2][C:3]([C:5]1[CH:10]=[CH:9][C:8]2[NH:11][C:14]3[N:22]=[CH:21][CH:20]=[CH:19][C:15]=3[C:16](=[O:17])[NH:12][C:7]=2[CH:6]=1)=[O:4]. Procedure details: A stirred mixture of 1.66 g (0.010 mol) of 4-methoxycarbonyl-o-phenylene-diamine and 1.58 g (0.010 mol) of 2-chloronicotinic acid in 5 ml of 2-butoxyethanol was heated to 140° C. for 2 h, during which time a dark solution, followed by formation of a green solid, was observed. The reaction mixture was poured into 50 ml of water and the solid collected and stirred in 10% sodium carbonate solution for 1 h. The resulting solid was collected, washed thoroughly with water, dried and crystallized from ... Starting materials: FC=1C=C(C=CC1C1=CCN(CC1)C(=O)OC(C)(C)C)C1=NOC(C1)CN(C(=O)OC(C)(C)C)C1=NOC=C1 ((5RS)-3-(3-Fluoro-4-(1-t-butoxycarbonyl-1,2,5,6-tetrahydropyrid-4-yl)phenyl)-5-(N-(t-butoxycarbonyl)isoxazol-3-ylaminomethyl)-4,5-dihydroisoxazole), Cl (hydrogen chloride), intermediate. The product is Cl.FC=1C=C(C=CC1C1=CCNCC1)C1=NOC(C1)CNC1=NOC=C1 ((5RS)-3-(3-Fluoro-4-(1,2,5,6-tetrahydropyrid-4-yl)phenyl]-5-isoxazol-3-ylaminomethyl-4,5-dihydroisoxazole hydrochloride). RXN SMILES: [F:1][C:2]1[CH:3]=[C:4]([C:21]2[CH2:25][CH:24]([CH2:26][N:27]([C:35]3[CH:39]=[CH:38][O:37][N:36]=3)C(OC(C)(C)C)=O)[O:23][N:22]=2)[CH:5]=[CH:6][C:7]=1[C:8]1[CH2:13][CH2:12][N:11](C(OC(C)(C)C)=O)[CH2:10][CH:9]=1.[ClH:40]>>[ClH:40].[F:1][C:2]1[CH:3]=[C:4]([C:21]2[CH2:25][CH:24]([CH2:26][NH:27][C:35]3[CH:39]=[CH:38][O:37][N:36]=3)[O:23][N:22]=2)[CH:5]=[CH:6][C:7]=1[C:8]1[CH2:13][CH2:12][NH:11][CH2:10][CH:9]=1 |f:2.3|. Reported procedure: (5RS)-3-(3-Fluoro-4-(1-t-butoxycarbonyl-1,2,5,6-tetrahydropyrid-4-yl)phenyl)-5-(N-(t-butoxycarbonyl)isoxazol-3-ylaminomethyl)-4,5-dihydroisoxazole (817 mg, 1.51 mM) was treated with ethanolic hydrogen chloride under essentially the conditions of the equivalent intermediate of Example 1, to give the desired product directly from the reaction mixture after washing with diethyl ether (310 mg). MS(ESP): 343 (MH+) for C18H19FN4O2 NMR (DMSO-d6) δ: 2.65 (br, 2H); 3.19 (dd partly overlapped, 1H); 3.23 (...